Dataset: the Open Reaction Database (ORD), a public repository of structured organic reaction records. Task: describe an organic reaction: reactants, conditions, products, and yield Starting materials: CC(C)(C)C(C(=O)[O-])n1c(SCCC2CCCCC2)nc2ccccc21, ClCCl, O=C(O)C(F)(F)F. The product is O=C(O)Cn1c(SCCC2CCCCC2)nc2ccccc21. Reaction SMILES: [C:1]([CH3:2])([CH3:3])([CH3:4])[CH:5]([C:6](=[O:7])[O-:8])[n:9]1[c:10]([S:18][CH2:19][CH2:20][CH:21]2[CH2:22][CH2:23][CH2:24][CH2:25][CH2:26]2)[n:11][c:12]2[c:13]1[cH:14][cH:15][cH:16][cH:17]2.[Cl:34][CH2:35][Cl:36].[F:27][C:28]([F:29])([F:30])[C:31]([OH:32])=[O:33]>>[CH2:5]([C:6](=[O:7])[OH:8])[n:9]1[c:10]([S:18][CH2:19][CH2:20][CH:21]2[CH2:22][CH2:23][CH2:24][CH2:25][CH2:26]2)[n:11][c:12]2[c:13]1[cH:14][cH:15][cH:16][cH:17]2. Starting materials: C1(CCC1)C=1N=C(SC1)/C=C/C=1C=C(C=CC1)N ((E)-3-[2-[4-(cyclobutyl)-2-thiazolyl]ethenyl]benzeneamine), COC(C1=CC(=C(C=C1)CC(=O)O)OC)=O (4-carboxymethyl-3-methoxybenzoic acid methyl ester), N-ethyl-N-(dimethylaminopropyl)carbodiimide. Run in C(Cl)Cl (methylene chloride). Reaction conditions: time 16 hour. Yields the product COC(C1=CC(=CC=C1)OC)=O (3-methoxybenzoic acid methyl ester). RXN SMILES: C1(C2N=C(/C=C/C3C=C(N)C=CC=3)SC=2)CCC1.[CH3:19][O:20][C:21](=[O:34])[C:22]1[CH:27]=[CH:26][C:25](CC(O)=O)=[C:24]([O:32][CH3:33])[CH:23]=1>C(Cl)Cl>[CH3:19][O:20][C:21](=[O:34])[C:22]1[CH:27]=[CH:26][CH:25]=[C:24]([O:32][CH3:33])[CH:23]=1. Reported procedure: A solution composed of 0.49 g of (E)-3-[2-[4-(cyclobutyl)-2-thiazolyl]ethenyl]benzeneamine, 0.43 g of 4-carboxymethyl-3-methoxybenzoic acid methyl ester, 0.4 g of N-ethyl-N-(dimethylaminopropyl)carbodiimide and 25 ml of methylene chloride was sealed in a flask and stored at 25° C. for 16 hr. The reaction mixture was then washed with 10 ml of water, dried (MgSO4) and the solvent removed by rotary evaporation. The residual material was purified by silica gel chromatography using ethyl acetate as t... Starting materials: CC(=O)[O-], CC(=O)[O-], CC(=O)O, O=C(O)c1cc([N+](=O)[O-])ccc1Cl, [Cu+2], [K+], [K+], CCn1nccc1N, O=C([O-])[O-], CN(C)C=O, O. Product: CCn1nccc1Nc1ccc([N+](=O)[O-])cc1C(=O)O. Reaction SMILES: [C:33]([O-:34])(=[O:35])[CH3:36].[C:38]([O-:39])(=[O:40])[CH3:41].[CH3:43][C:44](=[O:45])[OH:46].[Cl:1][c:2]1[c:3]([C:4](=[O:5])[OH:6])[cH:7][c:8]([N+:11](=[O:12])[O-:13])[cH:9][cH:10]1.[Cu+2:37].[K+:27].[K+:28].[NH2:14][c:15]1[cH:16][cH:17][n:18][n:19]1[CH2:20][CH3:21].[O-:29][C:30]([O-:31])=[O:32].[O:22]=[CH:23][N:24]([CH3:25])[CH3:26].[OH2:42]>>[c:2]1([NH:14][c:15]2[cH:16][cH:17][n:18][n:19]2[CH2:20][CH3:21])[c:3]([C:4](=[O:5])[OH:6])[cH:7][c:8]([N+:11](=[O:12])[O-:13])[cH:9][cH:10]1. Starting materials: C=CCOC1OC(COCc2ccccc2)C(OCc2ccccc2)C(OC)C1OCc1ccccc1, CCO, CC(C)=O, C1CN2CCC1CN2, O, O, c1ccccc1. Product: COC1C(OCc2ccccc2)C(O)OC(COCc2ccccc2)C1OCc1ccccc1. RXN SMILES: [CH2:1]([CH:2]=[CH2:3])[O:4][CH:5]1[CH:6]([O:7][CH2:8][c:9]2[cH:10][cH:11][cH:12][cH:13][cH:14]2)[CH:15]([O:16][CH3:17])[CH:18]([O:19][CH2:20][c:21]2[cH:22][cH:23][cH:24][cH:25][cH:26]2)[CH:27]([CH2:29][O:30][CH2:31][c:32]2[cH:33][cH:34][cH:35][cH:36][cH:37]2)[O:28]1.[CH2:53]([OH:54])[CH3:55].[CH3:57][C:58]([CH3:59])=[O:60].[N:38]12[CH2:39][CH2:40][CH:41]([CH2:42][CH2:43]1)[CH2:44][NH:45]2.[OH2:46].[OH2:56].[cH:47]1[cH:48][cH:49][cH:50][cH:51][cH:52]1>>[OH:4][CH:5]1[CH:6]([O:7][CH2:8][c:9]2[cH:10][cH:11][cH:12][cH:13][cH:14]2)[CH:15]([O:16][CH3:17])[CH:18]([O:19][CH2:20][c:21]2[cH:22][cH:23][cH:24][cH:25][cH:26]2)[CH:27]([CH2:29][O:30][CH2:31][c:32]2[cH:33][cH:34][cH:35][cH:36][cH:37]2)[O:28]1. Run in ClCCl (dichloromethane). Run at time 8 hour. The product is FC=1C=C(C=C(C1)F)CC(=O)N[C@@H](C)C(=O)N[C@H]1[C@H](OC2=C(NC1=O)C=CC=C2)C2=CC=CC=C2 (N2-[(3,5-Difluorophenyl)acetyl]-N1-[(2R,3S)-4-oxo-2-phenyl-2,3,4,5-tetrahydro-1,5-benzoxazepin-3-yl]-L-alaninamide). Yield: 85.9%. As a reaction SMILES: [O:1]=[C:2]1[NH:8][C:7]2[CH:9]=[CH:10][CH:11]=[CH:12][C:6]=2[O:5][C@H:4]([C:13]2[CH:18]=[CH:17][CH:16]=[CH:15][CH:14]=2)[C@@H:3]1[NH:19][C:20](=[O:24])[C@H:21]([CH3:23])[NH2:22].[F:25][C:26]1[CH:27]=[C:28]([CH2:33][C:34](O)=[O:35])[CH:29]=[C:30]([F:32])[CH:31]=1.C1C=CC2N(O)N=NC=2C=1.CN1CCOCC1.CCN=C=NCCCN(C)C.Cl>ClCCl>[F:25][C:26]1[CH:27]=[C:28]([CH2:33][C:34]([NH:22][C@H:21]([C:20]([NH:19][C@@H:3]2[C:2](=[O:1])[NH:8][C:7]3[CH:9]=[CH:10][CH:11]=[CH:12][C:6]=3[O:5][C@@H:4]2[C:13]2[CH:18]=[CH:17][CH:16]=[CH:15][CH:14]=2)=[O:24])[CH3:23])=[O:35])[CH:29]=[C:30]([F:32])[CH:31]=1 |f:4.5|. Reactants: O=C1[C@H]([C@H](OC2=C(N1)C=CC=C2)C2=CC=CC=C2)NC([C@@H](N)C)=O (N1-[(2R,3S)-4-oxo-2-phenyl-2,3,4,5-tetrahydro-1,5-benzoxazepin-3-yl]-L-alaninamide), FC=1C=C(C=C(C1)F)CC(=O)O (3,5-difluorophenylacetic acid), C=1C=CC2=C(C1)N=NN2O (HOBt), CN1CCOCC1 (NMM), CCN=C=NCCCN(C)C.Cl (EDAC-HCl). Procedure details: To a stirred solution of N1-[(2R,3S)-4-oxo-2-phenyl-2,3,4,5-tetrahydro-1,5-benzoxazepin-3-yl]-L-alaninamide (6g) (765 mg, 2.351 mmol) in dichloromethane (10 mL) was added 3,5-difluorophenylacetic acid (450 mg, 2.614 mmol), HOBt (441 mg, 3.265 mmol), NMM (330 mg, 3.267 mmol) and EDAC-HCl (626 mg, 3.265 mmol). The mixture was stirred at ambient temperature under nitrogen overnight. The solvent was evaporated and the residue partitioned between ethyl acetate and saturated aqueous sodium bicarbonate...